This data is from the Open Reaction Database (ORD), a public repository of structured organic reaction records. The task is: describe an organic reaction: reactants, conditions, products, and yield Starting materials: C(=C/CC)/[C@H]1[C@H](CC[C@H](C1)N(C)C(C)C)NC(OCC1=CC=CC=C1)=O (benzyl (1S,2S,4R)-2-((Z)-but-1-enyl)-4-(isopropyl(methyl)amino)cyclohexylcarbamate). The reagents and catalysts are [OH-].[OH-].[Pd+2] (Pearlman's catalyst). Run in CO (MeOH). Conditions: time 30 minute. Yields the product C(CCC)[C@@H]1C[C@@H](CC[C@@H]1N)N(C)C(C)C ((1R,3R,4S)-3-butyl-N1-isopropyl-N1-methylcyclohexane-1,4-diamine). Yield: 31.2%. Reaction SMILES: [CH:1](/[C@@H:5]1[CH2:10][C@H:9]([N:11]([CH:13]([CH3:15])[CH3:14])[CH3:12])[CH2:8][CH2:7][C@@H:6]1[NH:16]C(=O)OCC1C=CC=CC=1)=[CH:2]/[CH2:3][CH3:4]>CO.[OH-].[OH-].[Pd+2]>[CH2:1]([C@H:5]1[C@@H:6]([NH2:16])[CH2:7][CH2:8][C@@H:9]([N:11]([CH:13]([CH3:14])[CH3:15])[CH3:12])[CH2:10]1)[CH2:2][CH2:3][CH3:4] |f:2.3.4|. Procedure: A sample of benzyl (1S,2S,4R)-2-((Z)-but-1-enyl)-4-(isopropyl(methyl)amino)cyclohexylcarbamate (2.0 g, 5.6 mmol) was dissolved in MeOH (30 mL). The resulting solution was charged with Pearlman's catalyst (600 mg) and degassed under vacuum before being hydrogenated (50 psi H2) for 12 h. The mixture was filtered and concentrated in vacuo. The residue was dissolved in 30% HBr/AcOH (15 mL) and stirred for 30 min before being partitioned between Et2O and water. The aqueous phase was basified (NaOH) a...